This data is from the Open Reaction Database (ORD), a public repository of structured organic reaction records. The task is: describe an organic reaction: reactants, conditions, products, and yield Reactants: N1(C=CC=2C1=NC=CC2)CC(=O)O (2-(1H-pyrrolo[2,3-b]pyridin-1-yl)acetic acid), C1CC(=O)N(C1=O)Cl (NCS). The solvent is CC#N (MeCN). Reaction conditions: temperature 65 celsius, time 20 hour. Yields the product ClC1=CN(C2=NC=CC=C21)CC(=O)O ((3-Chloro-pyrrolo[2,3-b]pyridin-1-yl)-acetic acid). Yield: 77.0%. As a reaction SMILES: [N:1]1([CH2:10][C:11]([OH:13])=[O:12])[C:5]2=[N:6][CH:7]=[CH:8][CH:9]=[C:4]2[CH:3]=[CH:2]1.C1C(=O)N([Cl:21])C(=O)C1>CC#N>[Cl:21][C:3]1[C:4]2[C:5](=[N:6][CH:7]=[CH:8][CH:9]=2)[N:1]([CH2:10][C:11]([OH:13])=[O:12])[CH:2]=1. Procedure details: To a suspension of 2-(1H-pyrrolo[2,3-b]pyridin-1-yl)acetic acid (100 mg) in MeCN (10 mL) was added NCS (91 mg) and the reaction mixture was stirred at 60° C. overnight and at 65° C. for 20 h. The solvent was removed in vacuo, the residue was taken up in DCM and the resulting precipitate was filtered off. The precipitate was further washed with DCM and dried in vacuo. 92 mg of grey solid was obtained. LC-MS (B): tR=0.66 min; [M+H]+: 211.02. The reactants are FC(C=1C=C(CN(C=2N=NN(N2)C)CC2=C(C=C(C(=C2)C(F)(F)F)C)C(C)(O)C2CCCCC2)C=C(C1)C(F)(F)F)(F)F (1-(2-(((3,5-bis(trifluoromethyl)benzyl)(2-methyl-2H-tetrazol-5-yl)amino)methyl)-5-methyl-4-(trifluoromethyl)phenyl)-1-cyclohexylethanol), [H-].[Na+] (sodium hydride), O (Water), CI (methyl iodide). Solvent: C1CCOC1 (THF). Reaction conditions: time 18 hour. The product is C1(CCCCC1)C(C)(OC)C1=C(CN(C=2N=NN(N2)C)CC2=CC(=CC(=C2)C(F)(F)F)C(F)(F)F)C=C(C(=C1)C)C(F)(F)F (N-(2-(1-cyclohexyl-1-methoxyethyl)-4-methyl-5-(trifluoromethyl)benzyl)-N-(3,5-bis (trifluoromethyl)benzyl)-2-methyl-2H-tetrazol-5-amine). Isolated yield 95.2%. RXN SMILES: [F:1][C:2]([F:43])([F:42])[C:3]1[CH:4]=[C:5]([CH:35]=[C:36]([C:38]([F:41])([F:40])[F:39])[CH:37]=1)[CH2:6][N:7]([CH2:14][C:15]1[CH:20]=[C:19]([C:21]([F:24])([F:23])[F:22])[C:18]([CH3:25])=[CH:17][C:16]=1[C:26]([CH:29]1[CH2:34][CH2:33][CH2:32][CH2:31][CH2:30]1)([OH:28])[CH3:27])[C:8]1[N:9]=[N:10][N:11]([CH3:13])[N:12]=1.[H-].[Na+].[CH3:46]I.O>C1COCC1>[CH:29]1([C:26]([C:16]2[CH:17]=[C:18]([CH3:25])[C:19]([C:21]([F:24])([F:23])[F:22])=[CH:20][C:15]=2[CH2:14][N:7]([CH2:6][C:5]2[CH:35]=[C:36]([C:38]([F:39])([F:40])[F:41])[CH:37]=[C:3]([C:2]([F:1])([F:42])[F:43])[CH:4]=2)[C:8]2[N:9]=[N:10][N:11]([CH3:13])[N:12]=2)([O:28][CH3:46])[CH3:27])[CH2:34][CH2:33][CH2:32][CH2:31][CH2:30]1 |f:1.2|. Procedure details: To a solution of 1-(2-(((3,5-bis(trifluoromethyl)benzyl)(2-methyl-2H-tetrazol-5-yl)amino)methyl)-5-methyl-4-(trifluoromethyl)phenyl)-1-cyclohexylethanol (18 mg, 0.028 mmol) in THF (3 mL) was added sodium hydride (60% dispersion in mineral oil, 8 mg, 0.202 mmol) at room temperature. After stirring for 5 minutes methyl iodide (12.2 mg, 0.086 mmol) was added and the solution was stirred at room temperature for 18 hours. Water (5 mL) was added and the mixture was extracted with ethyl acetate (3×20 m... The yield is 62.5%. Starting materials: Cl.N1CCCCC1 (piperidine hydrochloride), C1(=CC=CC=C1)O (phenol), C(Cl)C1CO1 (epichlorhydrin). As a reaction SMILES: [C:1]1([OH:7])[CH:6]=[CH:5][CH:4]=[CH:3][CH:2]=1.[CH2:8]([CH:10]1[O:12][CH2:11]1)[Cl:9].Cl.N1CCCCC1>>[Cl:9][CH2:8][CH:10]([OH:12])[CH2:11][O:7][C:1]1[CH:6]=[CH:5][CH:4]=[CH:3][CH:2]=1 |f:2.3|. Yields the product 116.4g, ClCC(COC1=CC=CC=C1)O (1-chloro-3-phenoxy-2-propanol). Conditions: time 0.5 hour. Reported procedure: A mixture of phenol (94g; 1.0 mole) and epichlorhydrin (138.8g; 1.5 mole) was vigorously stirred at 100° C. in the presence of piperidine hydrochloride (2.0g) for 6 hours, cooled, and the excess epichlorhydrin removed at 100° in vacuo. The residue was cooled, dissolved in an equal volume of chloroform and stirred vigorously with excess concentrated hydrochloric acid for 0.5 hours. After separation of the phases the organic layer was washed with water, dried and evaporated to a colourless oil. Di... The reactants are C(C1=CC=CC=C1)N1CCC2(CC1)CN(C1=CC=CC(=C12)Br)C(=O)OC(C)(C)C (tert-butyl 1′-benzyl-4-bromospiro[indoline-3,4′-piperidine]-1-carboxylate), hexanes n-BuLi, C(C)=O (acetaldehyde). The solvent is C1CCOC1 (THF). Conditions: temperature -78 celsius, time 30 minute. Product: C(C1=CC=CC=C1)N1CCC2(CC1)CN(C1=CC=CC(=C12)C(C)O)C(=O)OC(C)(C)C (tert-butyl 1′-benzyl-4-(1-hydroxyethyl)spiro[indoline-3,4′-piperidine]-1-carboxylate). Isolated yield 75.9%. RXN SMILES: [CH2:1]([N:8]1[CH2:13][CH2:12][C:11]2([C:21]3[C:16](=[CH:17][CH:18]=[CH:19][C:20]=3Br)[N:15]([C:23]([O:25][C:26]([CH3:29])([CH3:28])[CH3:27])=[O:24])[CH2:14]2)[CH2:10][CH2:9]1)[C:2]1[CH:7]=[CH:6][CH:5]=[CH:4][CH:3]=1.[CH:30](=[O:32])[CH3:31]>C1COCC1>[CH2:1]([N:8]1[CH2:13][CH2:12][C:11]2([C:21]3[C:16](=[CH:17][CH:18]=[CH:19][C:20]=3[CH:30]([OH:32])[CH3:31])[N:15]([C:23]([O:25][C:26]([CH3:29])([CH3:28])[CH3:27])=[O:24])[CH2:14]2)[CH2:10][CH2:9]1)[C:2]1[CH:7]=[CH:6][CH:5]=[CH:4][CH:3]=1. Reported procedure: A solution of tert-butyl 1′-benzyl-4-bromospiro[indoline-3,4′-piperidine]-1-carboxylate (0.700 g, 1.53 mmol) in THF (10 mL) at −78° C. was treated by the dropwise addition of 1.6M in hexanes n-BuLi (0.673 ml, 1.68 mmol). The mixture was stirred at −78° C. for 30 minutes, and acetaldehyde (0.129 mL, 2.30 mmol) was added neat and stirring was continued an additional 30 minutes at −78° C. The reaction was then stirred at room temperature for 1.5 hours. The reaction was quenched by the addition of s... Reactants: NC[C@H]1N(CCC[C@@H]1C)C(=O)C=1N=C(SC1C1=CC=C(C=C1)F)C (rac-((2S,3S)-2-(aminomethyl)-3-methylpiperidin-1-yl)(5-(4-fluorophenyl)-2-methylthiazol-4-yl)methanone), N1C2C(CCC1)CN(C2)C(=O)OC(C)(C)C (tert-butyl hexahydro-1H-pyrrolo[3,4-b]pyridine-6(2H)-carboxylate). Product: FC1=CC=C(C=C1)C1=C(N=C(S1)C)C(=O)N1C2C(CCC1)CNC2 ((5-(4-Fluorophenyl)-2-methylthiazol-4-yl)(octahydro-1H-pyrrolo[3,4-b]pyridin-1-yl)methanone). Reaction SMILES: [NH2:1][CH2:2][C@@H:3]1[C@@H:8]([CH3:9])[CH2:7][CH2:6][CH2:5][N:4]1[C:10]([C:12]1[N:13]=[C:14]([CH3:24])[S:15][C:16]=1[C:17]1[CH:22]=[CH:21][C:20]([F:23])=[CH:19][CH:18]=1)=[O:11].N1CCCC2CN(C(OC(C)(C)C)=O)CC12>>[F:23][C:20]1[CH:19]=[CH:18][C:17]([C:16]2[S:15][C:14]([CH3:24])=[N:13][C:12]=2[C:10]([N:4]2[CH2:5][CH2:6][CH2:7][CH:8]3[CH2:9][NH:1][CH2:2][CH:3]23)=[O:11])=[CH:22][CH:21]=1. Reported procedure: The title compound was prepared following the same general protocol as described for rac-((2S,3S)-2-(aminomethyl)-3-methylpiperidin-1-yl)(5-(4-fluorophenyl)-2-methylthiazol-4-yl)methanone in Example A65 using tert-butyl hexahydro-1H-pyrrolo[3,4-b]pyridine-6(2H)-carboxylate. MS (ESI) 346 (M+H). Starting materials: [OH-].C(C1=CC=CC=C1)[N+](C)(C)C (benzyltrimethylammonium hydroxide), C(=C)OCCN1C(NC(C1=O)(C)C)=O (3-(2-vinyloxyethyl)-5,5-dimethylhydantoin), solution, C(C=C)#N (acrylonitrile), C1(O)=CC=C(O)C=C1 (hydroquinone). Solvent: CN(C=O)C (dimethylformamide), CO (methanol). Product: C(#N)CCN1C(=O)N(C(=O)C1(C)C)CCOC=C (1-(2-Cyanoethyl)-3-(2-vinyloxyethyl)-5,5-dimethylhydantoin). Reaction SMILES: [CH:1]([O:3][CH2:4][CH2:5][N:6]1[C:10](=[O:11])[C:9]([CH3:13])([CH3:12])[NH:8][C:7]1=[O:14])=[CH2:2].[C:15](#[N:18])[CH:16]=[CH2:17].C1(C=CC(O)=CC=1)O.[OH-].C([N+](C)(C)C)C1C=CC=CC=1>CO.CN(C)C=O>[C:15]([CH2:16][CH2:17][N:8]1[C:9]([CH3:13])([CH3:12])[C:10](=[O:11])[N:6]([CH2:5][CH2:4][O:3][CH:1]=[CH2:2])[C:7]1=[O:14])#[N:18] |f:3.4|. Procedure: A mixture of 237.8 g (1.2 mols) of 3-(2-vinyloxyethyl)-5,5-dimethylhydantoin, prepared as described in Example 1, 79.6 g (1.2 mols+20% excess) of acrylonitrile, 0.5 g of hydroquinone, 2.4 ml of a 40% solution of benzyltrimethylammonium hydroxide in methanol and 360 ml of dimethylformamide is allowed to react for 27 hours at 81°-85° C. The solution is then concentrated on a rotary evaporator at 90° C. under vacuum from a waterpump and the residue is dried to constant weight at 90° C. and 13.3 Pa....